describe an organic reaction: reactants, conditions, products, and yield From a dataset of the Open Reaction Database (ORD), a public repository of structured organic reaction records. Reactants: C(C#C)C1=C(C(=C(CO)C(=C1F)F)F)F (4-(prop-2-yn-1-yl)-2,3,5,6-tetrafluorobenzyl alcohol), [Cl-].[Li+] (lithium chloride), Cl (hydrochloric acid). Product: Cl\C(\CC1=C(C(=C(CO)C(=C1F)F)F)F)=C/Cl (Z-4-(2,3-dichloroprop-2-en-1-yl)-2,3,5,6-tetrafluorobenzyl alcohol). As a reaction SMILES: [CH2:1]([C:4]1[C:11]([F:12])=[C:10]([F:13])[C:7]([CH2:8][OH:9])=[C:6]([F:14])[C:5]=1[F:15])[C:2]#[CH:3].[Cl-:16].[Li+].[ClH:18]>C(#N)C>[Cl:16]/[C:2](=[CH:3]\[Cl:18])/[CH2:1][C:4]1[C:5]([F:15])=[C:6]([F:14])[C:7]([CH2:8][OH:9])=[C:10]([F:13])[C:11]=1[F:12] |f:1.2|. The solvent is C(C)#N (acetonitrile). Procedure: A solution of 4-(prop-2-yn-1-yl)-2,3,5,6-tetrafluorobenzyl alcohol (0.1 g) copper (II) chloride (1.3 g), and lithium chloride (0.62 g) in dry acetonitrile (23 cm3) was heated at the reflux temperature for 40 hours. The resulting dark solution was poured into dilute hydrochloric acid, and extracted into ethyl acetate. The organic phase was washed with more dilute hydrochloride acid, dried, and the solvent evaporated under reduced pressure to give Z-4-(2,3-dichloroprop-2-en-1-yl)-2,3,5,6-tetrafluo...